Dataset: the Open Reaction Database (ORD), a public repository of structured organic reaction records. Task: describe an organic reaction: reactants, conditions, products, and yield Starting materials: CCO, CCOC(=O)CCCn1ncc2cc(-c3noc(-c4ccc(OC(C)C)c(Cl)c4)n3)ccc21, [Na+], [OH-]. The product is CC(C)Oc1ccc(-c2nc(-c3ccc4c(cnn4CCCC(=O)O)c3)no2)cc1Cl. RXN SMILES: [CH3:36][CH2:37][OH:38].[Cl:1][c:2]1[cH:3][c:4](-[c:12]2[n:13][c:14](-[c:17]3[cH:18][c:19]4[cH:20][n:21][n:22]([CH2:26][CH2:27][CH2:28][C:29](=[O:30])[O:31][CH2:32][CH3:33])[c:23]4[cH:24][cH:25]3)[n:15][o:16]2)[cH:5][cH:6][c:7]1[O:8][CH:9]([CH3:10])[CH3:11].[Na+:35].[OH-:34]>>[Cl:1][c:2]1[cH:3][c:4](-[c:12]2[n:13][c:14](-[c:17]3[cH:18][c:19]4[cH:20][n:21][n:22]([CH2:26][CH2:27][CH2:28][C:29](=[O:30])[OH:31])[c:23]4[cH:24][cH:25]3)[n:15][o:16]2)[cH:5][cH:6][c:7]1[O:8][CH:9]([CH3:10])[CH3:11]. The reactants are COS(=O)(=O)O, CC(C)=O, [Na+], [OH-], O, c1ccc2c(c1)[nH]c1ccccc12. Yields the product Cn1c2ccccc2c2ccccc21. RXN SMILES: [CH3:18][O:19][S:20](=[O:21])(=[O:22])[OH:23].[CH3:1][C:2](=[O:3])[CH3:4].[Na+:25].[OH-:24].[OH2:26].[cH:5]1[cH:6][cH:7][cH:8][c:9]2[c:10]3[cH:11][cH:12][cH:13][cH:14][c:15]3[nH:16][c:17]12>>[CH3:1][n:16]1[c:15]2[c:10]([c:9]3[cH:8][cH:7][cH:6][cH:5][c:17]31)[cH:11][cH:12][cH:13][cH:14]2.